Dataset: the Open Reaction Database (ORD), a public repository of structured organic reaction records. Task: describe an organic reaction: reactants, conditions, products, and yield Reactants: FC1=CC=C2C=CNC2=C1 (6-fluoroindole), O (water), [H-].[Na+] (sodium hydride), CC1OC1 ((RS)-methyloxirane). Run in O1CCCC1 (tetrahydrofuran), CCOCC (ether). Reaction conditions: time 1 hour. Yields the product FC1=CC=C2C=CN(C2=C1)CC(C)O ((RS)-1-(6-fluoro-indol-1-yl)-propan-2-ol). Yield: 79.3%. Reaction SMILES: [H-].[Na+].[F:3][C:4]1[CH:12]=[C:11]2[C:7]([CH:8]=[CH:9][NH:10]2)=[CH:6][CH:5]=1.[CH3:13][CH:14]1[CH2:16][O:15]1.O>O1CCCC1.CCOCC>[F:3][C:4]1[CH:12]=[C:11]2[C:7]([CH:8]=[CH:9][N:10]2[CH2:13][CH:14]([OH:15])[CH3:16])=[CH:6][CH:5]=1 |f:0.1|. Procedure: A suspension of 0.26 g of sodium hydride dispersion in 35 ml of tetrahydrofuran was treated with 0.97 g of 6-fluoroindole at 0° and stirred at this temperature for 1 hour. After the addition of 1 ml of (RS)-methyloxirane the reaction mixture was stirred at room temperature for 48 hours and subsequently treated with 7 ml of water. The mixture was diluted with 180 ml of ether, washed twice with 90 ml of water and with 50 ml of saturated sodium chloride solution and the organic phase was dried over...